From a dataset of the Open Reaction Database (ORD), a public repository of structured organic reaction records. describe an organic reaction: reactants, conditions, products, and yield Reactants: FC(C1(CC1)CCC(=O)N)(F)F (3-(1-(trifluoromethyl)cyclopropyl)propanamide), C(C(=O)Cl)(=O)Cl (oxalyl chloride), CN1N=CC(=C1)C1=NC=CC(=C1)OC=1C=CC(=NC1)N (5-((2-(1-methyl-1H-pyrazol-4-yl)pyridin-4-yl)oxy)pyridin-2-amine), N1=CC=CC=C1 (pyridine). Run in ClCCCl (DCE), C1CCOC1 (THF). Run at time 0.5 hour. The product is CN1N=CC(=C1)C1=NC=CC(=C1)OC=1C=CC(=NC1)NC(=O)NC(CCC1(CC1)C(F)(F)F)=O (N-((5-((2-(1-methyl-1H-pyrazol-4-yl)pyridin-4-yl)oxy)pyridin-2-yl)carbamoyl)-3-(1-(trifluoromethyl)cyclopropyl)propanamide). Yield: 55.2%. Reaction SMILES: [F:1][C:2]([F:12])([F:11])[C:3]1([CH2:6][CH2:7][C:8]([NH2:10])=[O:9])[CH2:5][CH2:4]1.C(Cl)(=O)[C:14](Cl)=[O:15].[CH3:19][N:20]1[CH:24]=[C:23]([C:25]2[CH:30]=[C:29]([O:31][C:32]3[CH:33]=[CH:34][C:35]([NH2:38])=[N:36][CH:37]=3)[CH:28]=[CH:27][N:26]=2)[CH:22]=[N:21]1.N1C=CC=CC=1>ClCCCl.C1COCC1>[CH3:19][N:20]1[CH:24]=[C:23]([C:25]2[CH:30]=[C:29]([O:31][C:32]3[CH:33]=[CH:34][C:35]([NH:38][C:14]([NH:10][C:8](=[O:9])[CH2:7][CH2:6][C:3]4([C:2]([F:11])([F:12])[F:1])[CH2:5][CH2:4]4)=[O:15])=[N:36][CH:37]=3)[CH:28]=[CH:27][N:26]=2)[CH:22]=[N:21]1. Reported procedure: A suspension of Example B2 (0.081 g, 0.449 mmol) in DCE (6 mL) was treated with oxalyl chloride (0.039 mL, 0.449 mmol), stirred at RT for 0.5 h, then heated to 83° C. for 3 h. The mixture was cooled to RT, added drop-wise to a solution of Example A2 (0.10 g, 0.374 mmol) and pyridine (0.151 mL, 1.871 mmol) in THF (6 mL) and stirred at RT for 1 h. The mixture was treated with satd. NaHCO3, extracted with EtOAc (3×) and the combined organics were dried over Na2SO4 and concentrated to dryness. The m... Reactants: S(=O)([O-])S(=O)[O-].[Na+].[Na+] (sodium dithionite), C1=CC(=CC=C1N)O (p-aminophenol), [OH-].[Na+] (NaOH), C(C)OC(=O)Cl (ethylchloroformate). Run in O (water). Yields the product C(C)OC(=O)NC1=CC=C(C=C1)O (4-ethoxycarbonylaminophenol). Reaction SMILES: [CH:1]1[C:6]([NH2:7])=[CH:5][CH:4]=[C:3]([OH:8])[CH:2]=1.[OH-].[Na+].[CH2:11]([O:13][C:14](Cl)=[O:15])[CH3:12].S(S([O-])=O)([O-])=O.[Na+].[Na+]>O>[CH2:11]([O:13][C:14]([NH:7][C:6]1[CH:5]=[CH:4][C:3]([OH:8])=[CH:2][CH:1]=1)=[O:15])[CH3:12] |f:1.2,4.5.6|. Procedure: p-aminophenol 33.36 g (0.3 mole) and 12 g NaOH were dissolved in 120 ml water and cooled to ice salt bath temperature. To the stirring solution, 24 ml ethylchloroformate were slowly added. A white precipitate was found. One gram sodium dithionite was added and mixed. The solid was filtered by suction and washed with cold water (50 ml). Recrystallization from hot water gave a crystalline powder, 48.3 g (89%), MP 120°-123°.